From a dataset of the Open Reaction Database (ORD), a public repository of structured organic reaction records. describe an organic reaction: reactants, conditions, products, and yield Product: Cn1nc([N+](=O)[O-])cc1CN1CCC1. Starting materials: Cn1nc([N+](=O)[O-])cc1CBr, C1CNC1, C1CCOC1. As a reaction SMILES: [Br:1][CH2:2][c:3]1[cH:4][c:5]([N+:9](=[O:10])[O-:11])[n:6][n:7]1[CH3:8].[CH2:12]1[CH2:13][NH:14][CH2:15]1.[CH2:16]1[O:17][CH2:18][CH2:19][CH2:20]1>>[CH2:2]([c:3]1[cH:4][c:5]([N+:9](=[O:10])[O-:11])[n:6][n:7]1[CH3:8])[N:14]1[CH2:13][CH2:12][CH2:15]1. The reactants are CC(=O)O, N#Cc1ccc(O)cc1F, O=[N+]([O-])O. Product: N#Cc1cc([N+](=O)[O-])c(O)cc1F. RXN SMILES: [CH3:15][C:16](=[O:17])[OH:18].[F:5][c:6]1[c:7]([C:8]#[N:9])[cH:10][cH:11][c:12]([OH:14])[cH:13]1.[OH:1][N+:2]([O-:3])=[O:4]>>[O-:1][N+:2](=[O:4])[c:11]1[cH:10][c:7]([C:8]#[N:9])[c:6]([F:5])[cH:13][c:12]1[OH:14]. Starting materials: CC(C)(C1=CC=C(C=C1)C2=CC=CC=C2)O (2-(4-biphenyl)-2-propanol), N1=CC=CC=C1 (pyridine), C1(=CC=CC=C1)OC(=O)Cl (phenylchloroformate). Solvent: C(Cl)Cl (CH2Cl2), C(Cl)Cl (CH2Cl2), C(Cl)Cl (CH2Cl2). Conditions: temperature 0 celsius, time 8 hour. The product is C(OC(C)(C)C1=CC=C(C=C1)C1=CC=CC=C1)(OC1=CC=CC=C1)=O (2-(biphenyl-4-yl)propan-2-yl phenyl carbonate). Isolated yield 66.2%. Reaction SMILES: [CH3:1][C:2]([OH:16])([C:4]1[CH:9]=[CH:8][C:7]([C:10]2[CH:15]=[CH:14][CH:13]=[CH:12][CH:11]=2)=[CH:6][CH:5]=1)[CH3:3].N1C=CC=CC=1.[C:23]1([O:29][C:30](Cl)=[O:31])[CH:28]=[CH:27][CH:26]=[CH:25][CH:24]=1>C(Cl)Cl>[C:30](=[O:31])([O:29][C:23]1[CH:28]=[CH:27][CH:26]=[CH:25][CH:24]=1)[O:16][C:2]([C:4]1[CH:9]=[CH:8][C:7]([C:10]2[CH:11]=[CH:12][CH:13]=[CH:14][CH:15]=2)=[CH:6][CH:5]=1)([CH3:1])[CH3:3]. Procedure: To a solution of 2-(4-biphenyl)-2-propanol (53 g, 250 mmol) in dry CH2Cl2 (250.0 mL) was added pyridine (24.6 mL, 305 mmol) and phenylchloroformate (35.0 mL, 280 mmol) in CH2Cl2 (125.0 mL) at −5° C. After addition forms a thick precipitate, which, after the reaction mixture is allowed to stand overnight at 0° C. is mostly dissolved. The mixture is poured onto ice and diluted with CH2Cl2 (1000 mL). The organic phase is separated and washed three times with cold water. After drying over Na2SO4 the... Procedure: Prepared analogous to Example 86 from 6-(4-phenylsulfonyl-butoxy)-3,4-dihydro-carbostyril and 2,3-dichloro-5,6-dicyano-benzoquinone. Purification was carried out by column chromatography on silica gel (particle size: 0.2-0.5 mm) with chloroform/methanol/ethyl acetate=4/1/1. Yields the product C1(=CC=CC=C1)S(=O)(=O)CCCCOC=1C=C2C=CC(NC2=CC1)=O (6-(4-Phenylsulfonyl-butoxy)-carbostyril). Starting materials: C1(=CC=CC=C1)S(=O)(=O)CCCCOC=1C=C2CCC(NC2=CC1)=O (6-(4-phenylsulfonyl-butoxy)-3,4-dihydro-carbostyril), ClC=1C(C(=C(C(C1Cl)=O)C#N)C#N)=O (2,3-dichloro-5,6-dicyano-benzoquinone). As a reaction SMILES: [C:1]1([S:7]([CH2:10][CH2:11][CH2:12][CH2:13][O:14][C:15]2[CH:16]=[C:17]3[C:22](=[CH:23][CH:24]=2)[NH:21][C:20](=[O:25])[CH2:19][CH2:18]3)(=[O:9])=[O:8])[CH:6]=[CH:5][CH:4]=[CH:3][CH:2]=1.ClC1C(=O)C(C#N)=C(C#N)C(=O)C=1Cl>>[C:1]1([S:7]([CH2:10][CH2:11][CH2:12][CH2:13][O:14][C:15]2[CH:16]=[C:17]3[C:22](=[CH:23][CH:24]=2)[NH:21][C:20](=[O:25])[CH:19]=[CH:18]3)(=[O:9])=[O:8])[CH:6]=[CH:5][CH:4]=[CH:3][CH:2]=1. Reactants: N#Cc1nn(-c2c(Cl)cc(C(F)(F)F)cc2Cl)cc1C=O, [Li]CCCC, CC(C)[P+](c1ccccc1)(c1ccccc1)c1ccccc1, [I-]. Product: CC(C)=Cc1cn(-c2c(Cl)cc(C(F)(F)F)cc2Cl)nc1C#N. As a reaction SMILES: [C:29](#[N:30])[c:31]1[n:32][n:33](-[c:38]2[c:39]([Cl:49])[cH:40][c:41]([C:45]([F:46])([F:47])[F:48])[cH:42][c:43]2[Cl:44])[cH:34][c:35]1[CH:36]=[O:37].[CH2:24]([Li:25])[CH2:26][CH2:27][CH3:28].[CH:2]([CH3:3])([CH3:4])[P+:5]([c:6]1[cH:7][cH:8][cH:9][cH:10][cH:11]1)([c:12]1[cH:13][cH:14][cH:15][cH:16][cH:17]1)[c:18]1[cH:19][cH:20][cH:21][cH:22][cH:23]1.[I-:1]>>[C:2]([CH3:3])([CH3:4])=[CH:36][c:35]1[c:31]([C:29]#[N:30])[n:32][n:33](-[c:38]2[c:39]([Cl:49])[cH:40][c:41]([C:45]([F:46])([F:47])[F:48])[cH:42][c:43]2[Cl:44])[cH:34]1. Starting materials: CNC(=O)n1c(C)cc2cc(N)ccc21, CS(C)=O, O=C(O)c1cc2nccc(Cl)c2s1. RXN SMILES: [CH3:14][NH:15][C:16](=[O:17])[n:18]1[c:19]([CH3:28])[cH:20][c:21]2[cH:22][c:23]([NH2:27])[cH:24][cH:25][c:26]12.[CH3:29][S:30]([CH3:31])=[O:32].[Cl:1][c:2]1[c:3]2[c:4]([n:5][cH:6][cH:7]1)[cH:8][c:9]([C:11](=[O:12])[OH:13])[s:10]2>>[c:2]1([NH:27][c:23]2[cH:22][c:21]3[cH:20][c:19]([CH3:28])[n:18]([C:16]([NH:15][CH3:14])=[O:17])[c:26]3[cH:25][cH:24]2)[c:3]2[c:4]([n:5][cH:6][cH:7]1)[cH:8][c:9]([C:11](=[O:12])[OH:13])[s:10]2. The product is CNC(=O)n1c(C)cc2cc(Nc3ccnc4cc(C(=O)O)sc34)ccc21.